The task is: describe an organic reaction: reactants, conditions, products, and yield. This data is from the Open Reaction Database (ORD), a public repository of structured organic reaction records. Reactants: O=c1[nH]c(=O)n(C2CC(O)C(CO)O2)cc1COCc1ccccc1, CCO, [Pd]. Product: Cc1cn(C2CC(O)C(CO)O2)c(=O)[nH]c1=O. Reaction SMILES: [CH2:1]([O:2][CH2:9][c:10]1[c:11](=[O:25])[nH:12][c:13](=[O:24])[n:14]([CH:15]2[CH2:16][CH:17]([OH:18])[CH:19]([CH2:20][OH:21])[O:22]2)[cH:23]1)[c:3]1[cH:4][cH:5][cH:6][cH:7][cH:8]1.[CH3:27][CH2:28][OH:29].[Pd:26]>>[CH3:9][c:10]1[c:11](=[O:25])[nH:12][c:13](=[O:24])[n:14]([CH:15]2[CH2:16][CH:17]([OH:18])[CH:19]([CH2:20][OH:21])[O:22]2)[cH:23]1. The reactants are [OH-].[K+] (potassium hydroxide), COC(C1=CC=C(C=C1)CN1C(=NC2=C1C=C(C=C2)C(C2=CC=CC=C2)=O)CCC)=O (4-(6-benzoyl-2-propyl-benzoimidazol-1-ylmethyl)-benzoic acid methyl ester). Solvent: CO (methanol). Yields the product C(C1=CC=CC=C1)(=O)C=1C=CC2=C(N(C(=N2)CCC)CC2=CC=C(C(=O)O)C=C2)C1 (4-(6-Benzoyl-2-propyl-benzoimidazol-1-ylmethyl) benzoic acid). The yield is 62.1%. Reaction SMILES: [OH-].[K+].C[O:4][C:5](=[O:33])[C:6]1[CH:11]=[CH:10][C:9]([CH2:12][N:13]2[C:17]3[CH:18]=[C:19]([C:22](=[O:29])[C:23]4[CH:28]=[CH:27][CH:26]=[CH:25][CH:24]=4)[CH:20]=[CH:21][C:16]=3[N:15]=[C:14]2[CH2:30][CH2:31][CH3:32])=[CH:8][CH:7]=1>CO>[C:22]([C:19]1[CH:20]=[CH:21][C:16]2[N:15]=[C:14]([CH2:30][CH2:31][CH3:32])[N:13]([CH2:12][C:9]3[CH:8]=[CH:7][C:6]([C:5]([OH:33])=[O:4])=[CH:11][CH:10]=3)[C:17]=2[CH:18]=1)(=[O:29])[C:23]1[CH:28]=[CH:27][CH:26]=[CH:25][CH:24]=1 |f:0.1|. Procedure details: A solution of potassium hydroxide (1.0 g in 10 mL of water) was added to a solution of 4-(6-benzoyl-2-propyl-benzoimidazol-1-ylmethyl)-benzoic acid methyl ester (1.0 g) in methanol (25 mL). The mixture was heated at reflux for a period of 3 hours. The reaction mixture was cooled to ambient temperature. The methanol was evaporated under vacuum. The residue was diluted with water (30 mL), then extracted with ethyl acetate (24 mL). The aqueous phase was acidified with 1N HCl. The precipitated solid...